Dataset: the Open Reaction Database (ORD), a public repository of structured organic reaction records. Task: describe an organic reaction: reactants, conditions, products, and yield Starting materials: BrC=1C=C(C=CC1)C(C(C)C)(O)C=1N=CN(C1)C(C1=CC=CC=C1)(C1=CC=CC=C1)C1=CC=CC=C1 (1-(3-Bromophenyl)-1-(1-trityl-1H-imidazol-4-yl)-2-methyl-1-propanol), C(CCC)[Sn](C=1SC=CC1)(CCCC)CCCC (tri-n-butyl(2-thienyl)tin), O (Water). The reagents and catalysts are C=1C=CC(=CC1)[P](C=2C=CC=CC2)(C=3C=CC=CC3)[Pd]([P](C=4C=CC=CC4)(C=5C=CC=CC5)C=6C=CC=CC6)([P](C=7C=CC=CC7)(C=8C=CC=CC8)C=9C=CC=CC9)[P](C=1C=CC=CC1)(C=1C=CC=CC1)C=1C=CC=CC1 (tetrakis(triphenylphosphine)palladium(0)). The solvent is CN(C)C=O (DMF). Run at temperature 80 celsius, time 4 hour. The product is CC(C(O)(C=1N=CN(C1)C(C1=CC=CC=C1)(C1=CC=CC=C1)C1=CC=CC=C1)C1=CC(=CC=C1)C=1SC=CC1)C (2-methyl-1-[3-(2-thienyl)phenyl]-1-(1-trityl-1H-imidazol-4-yl)-1-propanol). As a reaction SMILES: Br[C:2]1[CH:3]=[C:4]([C:8]([C:13]2[N:14]=[CH:15][N:16]([C:18]([C:31]3[CH:36]=[CH:35][CH:34]=[CH:33][CH:32]=3)([C:25]3[CH:30]=[CH:29][CH:28]=[CH:27][CH:26]=3)[C:19]3[CH:24]=[CH:23][CH:22]=[CH:21][CH:20]=3)[CH:17]=2)([OH:12])[CH:9]([CH3:11])[CH3:10])[CH:5]=[CH:6][CH:7]=1.C([Sn](CCCC)(CCCC)[C:42]1[S:43][CH:44]=[CH:45][CH:46]=1)CCC.O>CN(C=O)C.C1C=CC([P]([Pd]([P](C2C=CC=CC=2)(C2C=CC=CC=2)C2C=CC=CC=2)([P](C2C=CC=CC=2)(C2C=CC=CC=2)C2C=CC=CC=2)[P](C2C=CC=CC=2)(C2C=CC=CC=2)C2C=CC=CC=2)(C2C=CC=CC=2)C2C=CC=CC=2)=CC=1>[CH3:10][CH:9]([CH3:11])[C:8]([C:4]1[CH:5]=[CH:6][CH:7]=[C:2]([C:42]2[S:43][CH:44]=[CH:45][CH:46]=2)[CH:3]=1)([C:13]1[N:14]=[CH:15][N:16]([C:18]([C:31]2[CH:36]=[CH:35][CH:34]=[CH:33][CH:32]=2)([C:25]2[CH:30]=[CH:29][CH:28]=[CH:27][CH:26]=2)[C:19]2[CH:24]=[CH:23][CH:22]=[CH:21][CH:20]=2)[CH:17]=1)[OH:12] |^1:64,66,85,104|. Procedure details: 1-(3-Bromophenyl)-1-(1-trityl-1H-imidazol-4-yl)-2-methyl-1-propanol (1.70 g) and a solution of tri-n-butyl(2-thienyl)tin (1.31 ml) in DMF (10 ml) were deaerated and tetrakis(triphenylphosphine)palladium(0) (110 mg) was added. The mixture was stirred under an argon atmosphere at 80° C. for 4 h. Water was added to the reaction mixture and the mixture was extracted with ethyl acetate, washed twice with water and then with saturated brine, and dried. The solvent was evaporated under reduced pressure... Reactants: C(N)(O[C@@H]1[C@H](C(OC=2C(=C3N(C(C(OC3=CC12)CCC1=CC=CC=C1)=O)C)C(C)(C)C)(C)C)O)=O (t-butyl(2-phenylethyl)(7R*,8S*)-[7-hydroxy-4,6,6-trimethyl-3-oxo-4,6,7,8-tetrahydro-1,5-dioxa-4-aza-anthracene-8-yl] carbamate), CCOCC (ether), C(O)([O-])=O.[Na+] (sodium hydrogencarbonate). Run in Cl.O1CCOCC1 (hydrogen chloride dioxane). Run at time 5 hour. Yields the product O[C@H]1C(OC=2C=C3N(C(COC3=CC2[C@@H]1NCCC1=CC=CC=C1)=O)C)(C)C ((7R*,8S*)-7-hydroxy-4,6,6-trimethyl-8-[(2-phenylethyl)amino]-4,6,7,8-tetrahydro-1,5-dioxa-4-aza-anthracene-3-one). The yield is 76.0%. Reaction SMILES: C(=O)(O[C@H:4]1[C:17]2[CH:16]=[C:15]3[C:10]([N:11]([CH3:27])[C:12](=[O:26])[CH:13](CCC4C=CC=CC=4)[O:14]3)=[C:9](C(C)(C)C)[C:8]=2[O:7][C:6]([CH3:33])([CH3:32])[C@@H:5]1[OH:34])N.C(=O)([O-])O.[Na+].CCO[CH2:44][CH3:45]>Cl.O1CCOCC1>[OH:34][C@@H:5]1[C@@H:4]([NH:11][CH2:10][CH2:9][C:45]2[CH:44]=[CH:6][CH:5]=[CH:4][CH:17]=2)[C:17]2[CH:16]=[C:15]3[C:10]([N:11]([CH3:27])[C:12](=[O:26])[CH2:13][O:14]3)=[CH:9][C:8]=2[O:7][C:6]1([CH3:32])[CH3:33] |f:1.2,4.5|. Reported procedure: To a solution of t-butyl(2-phenylethyl)(7R*,8S*)-[7-hydroxy-4,6,6-trimethyl-3-oxo-4,6,7,8-tetrahydro-1,5-dioxa-4-aza-anthracene-8-yl] carbamate (115 mg, 0.24 mmol) in ether (2.2 mL), 4 mol/L hydrogen chloride-dioxane (500 μL) was added at room temperature, and the resulting mixture was stirred at room temperature for 5 hours and then at 50° C. for 30 minutes. Upon the completion of the reaction, saturated aqueous sodium hydrogencarbonate solution was added thereto, the resulting solution was ext... Starting materials: raw materials, C(C)(C)N(CC)C(C)C (IPEA), C=1C=CC2=C(C1)N=NN2O (HOBT), FC(C(=O)O)(F)F.ClCCC\C(\C(=O)O)=C/C1=CC(=C(C=C1)N1C=NC(=C1)C)OC ((E)-5-chloro-2-(3-methoxy-4-(4-methyl-1H-imidazol-1-yl)benzylidene)valeric acid trifluoroacetate), FC1=C(C=C2CCC(C2=C1)N)N1CCOCC1 (6-fluoro-5-morpholin-4-ylindan-1-ylamine). The solvent is CN(C)C=O (DMF), C(CCl)Cl (EDC). Run at time 1 hour. The product is FC1=C(C=C2CCC(C2=C1)NC(/C(/CCCCl)=C/C1=CC(=C(C=C1)N1C=NC(=C1)C)OC)=O)N1CCOCC1 ((E)-5-chloro-2-[3-methoxy-4-(4-methyl-1H-imidazol-1-yl)benzylidene]valeric acid (6-fluoro-5-morpholin-4-ylindan-1-yl)amide). The yield is 93.8%. Reaction SMILES: C(N(C(C)C)CC)(C)C.C1C=CC2N(O)N=NC=2C=1.FC(F)(F)C(O)=O.[Cl:27][CH2:28][CH2:29][CH2:30]/[C:31](=[CH:35]\[C:36]1[CH:41]=[CH:40][C:39]([N:42]2[CH:46]=[C:45]([CH3:47])[N:44]=[CH:43]2)=[C:38]([O:48][CH3:49])[CH:37]=1)/[C:32]([OH:34])=O.[F:50][C:51]1[CH:59]=[C:58]2[C:54]([CH2:55][CH2:56][CH:57]2[NH2:60])=[CH:53][C:52]=1[N:61]1[CH2:66][CH2:65][O:64][CH2:63][CH2:62]1>CN(C=O)C.C(Cl)CCl>[F:50][C:51]1[CH:59]=[C:58]2[C:54]([CH2:55][CH2:56][CH:57]2[NH:60][C:32](=[O:34])/[C:31](=[CH:35]/[C:36]2[CH:41]=[CH:40][C:39]([N:42]3[CH:46]=[C:45]([CH3:47])[N:44]=[CH:43]3)=[C:38]([O:48][CH3:49])[CH:37]=2)/[CH2:30][CH2:29][CH2:28][Cl:27])=[CH:53][C:52]=1[N:61]1[CH2:66][CH2:65][O:64][CH2:63][CH2:62]1 |f:2.3|. Procedure details: IPEA (165 μL), EDC (90.9 mg) and HOBT (64.0 mg) were sequentially added to a solution of (E)-5-chloro-2-(3-methoxy-4-(4-methyl-1H-imidazol-1-yl)benzylidene)valeric acid trifluoroacetate (138 mg) and 6-fluoro-5-morpholin-4-ylindan-1-ylamine (56.0 mg) in DMF (3.0 mL), and the reaction solution was stirred at room temperature for 1 hour. After confirming that the raw materials disappeared, the solvent was concentrated under reduced pressure, and water and ethyl acetate were added to the residue and... Reactants: C(C)(C)(C)OC(=O)N1CCC(CC1)C(=NO)C1=C(C=CC(=C1)C(F)(F)F)F (4-[(2-Fluoro-5-trifluoromethyl-phenyl)-hydroxyimino-methyl]-piperidine-1-carboxylic acid tert-butyl ester), CC(C)([O-])C.[K+] (Potassium tert-butoxide), solution. Solvent: C1CCOC1 (THF), C1CCOC1 (THF). Reaction conditions: time 1 hour. The product is C(C)(C)(C)OC(=O)N1CCC(CC1)C1=NOC2=C1C=C(C=C2)C(F)(F)F (4-(5-Trifluoromethyl-benzo[d]isoxazol-3-yl)-piperidine-1-carboxylic acid tert-butyl ester). The yield is 106.1%. Reaction SMILES: [C:1]([O:5][C:6]([N:8]1[CH2:13][CH2:12][CH:11]([C:14]([C:17]2[CH:22]=[C:21]([C:23]([F:26])([F:25])[F:24])[CH:20]=[CH:19][C:18]=2F)=[N:15][OH:16])[CH2:10][CH2:9]1)=[O:7])([CH3:4])([CH3:3])[CH3:2].CC(C)([O-])C.[K+]>C1COCC1>[C:1]([O:5][C:6]([N:8]1[CH2:13][CH2:12][CH:11]([C:14]2[C:17]3[CH:22]=[C:21]([C:23]([F:26])([F:25])[F:24])[CH:20]=[CH:19][C:18]=3[O:16][N:15]=2)[CH2:10][CH2:9]1)=[O:7])([CH3:4])([CH3:3])[CH3:2] |f:1.2|. Procedure: A solution of 4-[(2-Fluoro-5-trifluoromethyl-phenyl)-hydroxyimino-methyl]-piperidine-1-carboxylic acid tert-butyl ester (4.969 g, 0.013 M) in anhydrous THF (59 mL) was treated with Potassium tert-butoxide (13.4 mL of a 1M solution in THF, 0.0133 M-1.05 eq). The mixture was stirred at ambient temperature for 1 hour and. then heated to 65° C. for 2 hours. The THF was removed under reduced pressure. The residue was dissolved in ethyl acetate (100 mL), washed with H2O (50 mL) and brine (50 mL) respe...